Dataset: the Open Reaction Database (ORD), a public repository of structured organic reaction records. Task: describe an organic reaction: reactants, conditions, products, and yield The reactants are FC1=C(C=CC(=C1)F)/C=C/C1=CC=C(C=C1)S(=O)(=O)C1=C(C=O)C=CC=C1 (2-({4-[(E)-2-(2,4-difluorophenyl)vinyl]phenyl}sulfonyl)benzaldehyde), CC(C)(C)S(=O)N (2-methyl-2-propanesulfinamide), O (water), [BH4-].[Na+] (sodium borohydride). The reagents and catalysts are [O-]CC.[Ti+4].[O-]CC.[O-]CC.[O-]CC (titanium(IV) ethoxide). Solvent: O1CCCC1 (tetrahydrofuran), ClCCl (dichloromethane). Reaction conditions: time 10 minute. Yields the product CC(C)(C)S(=O)NCC1=C(C=CC=C1)S(=O)(=O)C1=CC=C(C=C1)\C=C\C1=CC=C(C=C1)F (2-methyl-N-[2-({4-[(E)-2-(4-fluorophenyl)vinyl]phenyl}sulfonyl)benzyl]propane-2-sulfinamide). RXN SMILES: F[C:2]1[CH:7]=[C:6]([F:8])[CH:5]=[CH:4][C:3]=1/[CH:9]=[CH:10]/[C:11]1[CH:16]=[CH:15][C:14]([S:17]([C:20]2[CH:27]=[CH:26][CH:25]=[CH:24][C:21]=2[CH:22]=O)(=[O:19])=[O:18])=[CH:13][CH:12]=1.[CH3:28][C:29]([S:32]([NH2:34])=[O:33])([CH3:31])[CH3:30].[BH4-].[Na+].O>O1CCCC1.[O-]CC.[Ti+4].[O-]CC.[O-]CC.[O-]CC.ClCCl>[CH3:28][C:29]([S:32]([NH:34][CH2:22][C:21]1[CH:24]=[CH:25][CH:26]=[CH:27][C:20]=1[S:17]([C:14]1[CH:13]=[CH:12][C:11](/[CH:10]=[CH:9]/[C:3]2[CH:4]=[CH:5][C:6]([F:8])=[CH:7][CH:2]=2)=[CH:16][CH:15]=1)(=[O:18])=[O:19])=[O:33])([CH3:31])[CH3:30] |f:2.3,6.7.8.9.10|. Reported procedure: A mixture of 2-({4-[(E)-2-(2,4-difluorophenyl)vinyl]phenyl}sulfonyl)benzaldehyde (Example 176, 500 mg, 1.44 mmol), 2-methyl-2-propanesulfinamide (192 mg, 1.58 mmol) and titanium(IV) ethoxide (0.6 mL, 2.88 mmol) in tetrahydrofuran (7 mL) was heated to reflux for 4 hours. The cooled reaction mixture was partitioned between ethyl acetate and brine. The organic layer was dried over MgSO4 and evaporated in vacuo. The residue was taken up in methanol/dichloromethane (3:1, 16 mL) and sodium borohydride... Product: Cc1nc(-c2cncc(I)n2)sc1C(=O)NCc1ccccc1. RXN SMILES: [CH2:1]([c:2]1[cH:3][cH:4][cH:5][cH:6][cH:7]1)[NH:8][C:9](=[O:10])[c:11]1[c:12]([CH3:17])[n:13][c:14]([Br:16])[s:15]1.[I:18][c:19]1[n:20][c:21]([I:25])[cH:22][n:23][cH:24]1.[O:26]1[CH2:27][CH2:28][CH2:29][CH2:30]1.[O:31]=[CH:32][N:33]([CH3:34])[CH3:35].[cH:36]1[cH:37][cH:38][c:39]([P:40]([Pd:41]([P:42]([c:43]2[cH:44][cH:45][cH:46][cH:47][cH:48]2)([c:49]2[cH:50][cH:51][cH:52][cH:53][cH:54]2)[c:55]2[cH:56][cH:57][cH:58][cH:59][cH:60]2)([P:61]([c:62]2[cH:63][cH:64][cH:65][cH:66][cH:67]2)([c:68]2[cH:69][cH:70][cH:71][cH:72][cH:73]2)[c:74]2[cH:75][cH:76][cH:77][cH:78][cH:79]2)[P:80]([c:81]2[cH:82][cH:83][cH:84][cH:85][cH:86]2)([c:87]2[cH:88][cH:89][cH:90][cH:91][cH:92]2)[c:93]2[cH:94][cH:95][cH:96][cH:97][cH:98]2)([c:99]2[cH:100][cH:101][cH:102][cH:103][cH:104]2)[c:105]2[cH:106][cH:107][cH:108][cH:109][cH:110]2)[cH:111][cH:112]1>>[CH2:1]([c:2]1[cH:3][cH:4][cH:5][cH:6][cH:7]1)[NH:8][C:9](=[O:10])[c:11]1[c:12]([CH3:17])[n:13][c:14](-[c:21]2[n:20][c:19]([I:18])[cH:24][n:23][cH:22]2)[s:15]1. Reactants: Cc1nc(Br)sc1C(=O)NCc1ccccc1, Ic1cncc(I)n1, C1CCOC1, CN(C)C=O, c1ccc(P(c2ccccc2)(c2ccccc2)[Pd](P(c2ccccc2)(c2ccccc2)c2ccccc2)(P(c2ccccc2)(c2ccccc2)c2ccccc2)P(c2ccccc2)(c2ccccc2)c2ccccc2)cc1. The reactants are FC=1C=C(C(C(=O)O)(O)C2=CC(=CC(=C2)F)F)C=C(C1)F (3,3′,5,5′-tetrafluorobenzilic acid), C1CCC2=NCCCN2CC1 (DBU), CI (methyl iodide). Solvent: C(C)#N (acetonitrile). Conditions: time 6 hour. The product is FC=1C=C(C(C(=O)OC)(O)C2=CC(=CC(=C2)F)F)C=C(C1)F (methyl 3,3′,5,5′-tetrafluorobenzilate). As a reaction SMILES: [F:1][C:2]1[CH:3]=[C:4]([CH:18]=[C:19]([F:21])[CH:20]=1)[C:5]([C:10]1[CH:15]=[C:14]([F:16])[CH:13]=[C:12]([F:17])[CH:11]=1)([OH:9])[C:6]([OH:8])=[O:7].[CH2:22]1CCN2C(=NCCC2)CC1.CI>C(#N)C>[F:1][C:2]1[CH:3]=[C:4]([CH:18]=[C:19]([F:21])[CH:20]=1)[C:5]([C:10]1[CH:11]=[C:12]([F:17])[CH:13]=[C:14]([F:16])[CH:15]=1)([OH:9])[C:6]([O:8][CH3:22])=[O:7]. Procedure: 20.15 g (0.0671 mol) of 3,3′,5,5′-tetrafluorobenzilic acid are placed in 250 ml acetonitrile, 18.6 g (0.121 mol) of DBU, and 34.4 g (0.2426 mol) of methyl iodide is added and then stirred for 6 hours at ambient temperature. The reaction mixture is evaporated to dryness, the residue extracted with ethyl acetate and water, the organic phase dried over MgSO4, evaporated to dryness. The product is recrystallized from cyclohexane. Yield: 15.11 g of beige crystals (68% of theory); melting point: 113° ... The reactants are BrCCC1(OC2=C(C1)C(=C(C(=C2C)C)NC(OC(C)(C)C)=O)C)C (tert-butyl [2-(2-bromoethyl)-2,3-dihydro-2,4,6,7-tetramethylbenzofuran-5-yl]carbamate), C1(=CC=CC=C1)C(OCC1CCNCC1)C1=CC=CC=C1 (4-[(diphenylmethoxy)methyl]piperidine). The product is C1(=CC=CC=C1)C(OCC1CCN(CC1)CCC1(OC2=C(C1)C(=C(C(=C2C)C)NC(OC(C)(C)C)=O)C)C)C2=CC=CC=C2 (Tert-butyl [2-[2-[4-[(diphenylmethoxy)methyl]-1-piperidinyl]ethyl]-2,3-dihydro-2,4,6,7-tetramethylbenzofuran-5-yl]carbamate). The yield is 82.0%. As a reaction SMILES: Br[CH2:2][CH2:3][C:4]1([CH3:24])[CH2:8][C:7]2[C:9]([CH3:23])=[C:10]([NH:15][C:16](=[O:22])[O:17][C:18]([CH3:21])([CH3:20])[CH3:19])[C:11]([CH3:14])=[C:12]([CH3:13])[C:6]=2[O:5]1.[C:25]1([CH:31]([C:40]2[CH:45]=[CH:44][CH:43]=[CH:42][CH:41]=2)[O:32][CH2:33][CH:34]2[CH2:39][CH2:38][NH:37][CH2:36][CH2:35]2)[CH:30]=[CH:29][CH:28]=[CH:27][CH:26]=1>>[C:25]1([CH:31]([C:40]2[CH:45]=[CH:44][CH:43]=[CH:42][CH:41]=2)[O:32][CH2:33][CH:34]2[CH2:39][CH2:38][N:37]([CH2:2][CH2:3][C:4]3([CH3:24])[CH2:8][C:7]4[C:9]([CH3:23])=[C:10]([NH:15][C:16](=[O:22])[O:17][C:18]([CH3:21])([CH3:20])[CH3:19])[C:11]([CH3:14])=[C:12]([CH3:13])[C:6]=4[O:5]3)[CH2:36][CH2:35]2)[CH:26]=[CH:27][CH:28]=[CH:29][CH:30]=1. Procedure details: Using tert-butyl [2-(2-bromoethyl)-2,3-dihydro-2,4,6,7-tetramethylbenzofuran-5-yl]carbamate and 4-[(diphenylmethoxy)methyl]piperidine, the procedure of Reference Example 58 was otherwise repeated to provide the title compound. Yield 82%. Reactants: BrC1=CC=C(CCN2[C@@H](CCC2)C)C=C1 ((R)-1-(4-bromophenethyl)-2-methylpyrrolidine), B(O)(O)C1=CC=C(C=C1)CCC(=O)O (3-(4-boronophenyl)propanoic acid), C(=O)([O-])[O-].[Na+].[Na+] (Na2CO3), dihydrogen, O (H2O). The solvent is CN(C)C=O (DMF), CO (MeOH), C(C)#N (acetonitrile). Run at temperature 150 celsius. Product: C[C@H]1N(CCC1)CCC1=CC=C(C=C1)C1=CC=C(C=C1)CCC(=O)O ((R)-3-(4′-(2-(2-Methylpyrrolidin-1-yl)ethyl)biphenyl-4-yl)propanoic Acid). Reaction SMILES: Br[C:2]1[CH:15]=[CH:14][C:5]([CH2:6][CH2:7][N:8]2[CH2:12][CH2:11][CH2:10][C@H:9]2[CH3:13])=[CH:4][CH:3]=1.B([C:19]1[CH:24]=[CH:23][C:22]([CH2:25][CH2:26][C:27]([OH:29])=[O:28])=[CH:21][CH:20]=1)(O)O.C([O-])([O-])=O.[Na+].[Na+].O>C(#N)C.CN(C=O)C.CO>[CH3:13][C@@H:9]1[CH2:10][CH2:11][CH2:12][N:8]1[CH2:7][CH2:6][C:5]1[CH:14]=[CH:15][C:2]([C:19]2[CH:24]=[CH:23][C:22]([CH2:25][CH2:26][C:27]([OH:29])=[O:28])=[CH:21][CH:20]=2)=[CH:3][CH:4]=1 |f:2.3.4|. Procedure details: In a microwave reaction vial was added (R)-1-(4-bromophenethyl)-2-methylpyrrolidine (200 mg, 0.746 mmol), 3-(4-boronophenyl)propanoic acid (289 mg, 1.491 mmol), Na2CO3 (395 mg, 3.73 mmol), dihydrogen dichlorobis(di-tert-butylphosphinito-kP)palladate (POPd) (11.23 mg, 0.022 mmol) and a mixture of H2O (0.4 mL), MeOH (0.6 mL), and DMF (2.0 mL). The reaction mixture was heated under microwave irradiation at 150° C. for 15 min. To the mixture was added acetonitrile (20 mL) and filtered. The filtrate ... Starting materials: C1=C(N=C2N1C1=CC=CC=C1NC2)C(=O)OCC (ethyl 4,5-dihydroimidazo[1,2-a]quinoxaline-2-carboxylate), ClCC(=O)Cl (chloroacetyl chloride). Solvent: CN(C=O)C (dimethylformamide). Conditions: time 8 hour. Yields the product ClCC(=O)N1CC=2N(C3=CC=CC=C13)C=C(N2)C(=O)OCC (ethyl 4,5-dihydro-5-chloroacetylimidazo[1,2-a]quinoxaline-2-carboxylate). The yield is 86.0%. RXN SMILES: [CH:1]1[N:5]2[C:6]3[C:11]([NH:12][CH2:13][C:4]2=[N:3][C:2]=1[C:14]([O:16][CH2:17][CH3:18])=[O:15])=[CH:10][CH:9]=[CH:8][CH:7]=3.[Cl:19][CH2:20][C:21](Cl)=[O:22]>CN(C)C=O>[Cl:19][CH2:20][C:21]([N:12]1[C:11]2[C:6](=[CH:7][CH:8]=[CH:9][CH:10]=2)[N:5]2[CH:1]=[C:2]([C:14]([O:16][CH2:17][CH3:18])=[O:15])[N:3]=[C:4]2[CH2:13]1)=[O:22]. Procedure details: A solution of 2 g of ethyl 4,5-dihydroimidazo[1,2-a]quinoxaline-2-carboxylate in 20 ml of dry dimethylformamide was treated with 2 ml of chloroacetyl chloride and the mixture was stirred overnight. A white solid settled out and was filtered off and crystallized from ethanol to obtain 2.27 g (86% yield) of ethyl 4,5-dihydro-5-chloroacetylimidazo[1,2-a]quinoxaline-2-carboxylate melting at 178°-83° C. RXN SMILES: [C:36]([O:37][CH2:38][CH3:39])(=[O:40])[CH3:41].[CH3:30][CH2:31][CH2:32][CH2:33][CH2:34][CH3:35].[CH:1]([CH3:2])([CH3:3])[c:4]1[n:5][c:6]([CH:27]([CH3:28])[CH3:29])[c:7]([CH:22]=[CH:23][CH2:24][CH2:25][CH3:26])[c:8](-[c:15]2[cH:16][cH:17][c:18]([CH3:21])[cH:19][cH:20]2)[c:9]1[C:10](=[O:11])[O:12][CH2:13][CH3:14]>>[CH:1]([CH3:2])([CH3:3])[c:4]1[n:5][c:6]([CH:27]([CH3:28])[CH3:29])[c:7]([CH:22]=[CH:23][CH2:24][CH2:25][CH3:26])[c:8](-[c:15]2[cH:16][cH:17][c:18]([CH3:21])[cH:19][cH:20]2)[c:9]1[CH2:10][OH:11]. The product is CCCC=Cc1c(C(C)C)nc(C(C)C)c(CO)c1-c1ccc(C)cc1. The reactants are CCOC(C)=O, CCCCCC, CCCC=Cc1c(C(C)C)nc(C(C)C)c(C(=O)OCC)c1-c1ccc(C)cc1. The reactants are Cl.CON(C(=O)C1CCNCC1)C (N-Methoxy-N-methylpiperidine-4-carboxamide hydrochloride), [Cl-].[Na+] (sodium chloride), solid, [OH-].[Na+] (sodium hydroxide), C([O-])([O-])=O.[K+].[K+] (potassium carbonate), FC(S(=O)(=O)OCC(F)(F)F)(F)F (2,2,2-trifluoroethyl trifluoromethanesulfonate). Run in O (water), CN(C=O)C (N,N-dimethylformamide), O (water). Product: CON(C(=O)C1CCN(CC1)CC(F)(F)F)C (N-Methoxy-N-methyl-1-(2,2,2-trifluoroethyl)piperidine-4-carboxamide). Isolated yield 32.2%. Reaction SMILES: Cl.[CH3:2][O:3][N:4]([CH3:13])[C:5]([CH:7]1[CH2:12][CH2:11][NH:10][CH2:9][CH2:8]1)=[O:6].[OH-].[Na+].C(=O)([O-])[O-].[K+].[K+].FC(F)(F)S(O[CH2:28][C:29]([F:32])([F:31])[F:30])(=O)=O.[Cl-].[Na+]>O.CN(C)C=O>[CH3:2][O:3][N:4]([CH3:13])[C:5]([CH:7]1[CH2:8][CH2:9][N:10]([CH2:28][C:29]([F:32])([F:31])[F:30])[CH2:11][CH2:12]1)=[O:6] |f:0.1,2.3,4.5.6,8.9|. Reported procedure: N-Methoxy-N-methylpiperidine-4-carboxamide hydrochloride (600 mg, 2.88 mmol) in water (5 mL) was adjusted to pH 10 with 1 M aqueous sodium hydroxide and extracted with 1-butanol. The organic layer was dried over anhydrous sodium sulfate and concentrated under reduced pressure to give a colorless solid. The resulting solid (200 mg, 1.16 mmol) was dissolved in N,N-dimethylformamide (4 mL) and stirred with potassium carbonate (481 mg, 3.48 mmol) and 2,2,2-trifluoroethyl trifluoromethanesulfonate (3...